This data is from the Open Reaction Database (ORD), a public repository of structured organic reaction records. The task is: describe an organic reaction: reactants, conditions, products, and yield Reactants: CC(C)(C)OC(=O)NC(CNC(=O)CCCCCl)CO[Si](C)(C)C(C)(C)C, CCOC(C)=O, [H-], [Na+], CN(C)C=O. Product: CC(C)(C)OC(=O)NC(CO[Si](C)(C)C(C)(C)C)CN1CCCCC1=O. As a reaction SMILES: [C:1]([CH3:2])([CH3:3])([CH3:4])[Si:5]([O:6][CH2:7][CH:8]([CH2:9][NH:10][C:11]([CH2:12][CH2:13][CH2:14][CH2:15][Cl:16])=[O:17])[NH:18][C:19]([O:20][C:21]([CH3:22])([CH3:23])[CH3:24])=[O:25])([CH3:26])[CH3:27].[CH3:35][CH2:36][O:37][C:38]([CH3:39])=[O:40].[H-:29].[Na+:28].[O:30]=[CH:31][N:32]([CH3:33])[CH3:34]>>[C:1]([CH3:2])([CH3:3])([CH3:4])[Si:5]([O:6][CH2:7][CH:8]([CH2:9][N:10]1[C:11](=[O:17])[CH2:12][CH2:13][CH2:14][CH2:15]1)[NH:18][C:19]([O:20][C:21]([CH3:22])([CH3:23])[CH3:24])=[O:25])([CH3:26])[CH3:27].